From a dataset of the Open Reaction Database (ORD), a public repository of structured organic reaction records. describe an organic reaction: reactants, conditions, products, and yield Procedure details: 16.52 g [75 mmol] of 4-tert-butyl-2,6-dimethylphenylacetic acid and 100 ml of toluene are initially charged in a 250 ml autoclave. After cooling to 0° C., 40 ml of HF are added and the autoclave is closed. The reaction mixture is then stirred at 38-40° C. for 4 hours. Toluene and HF are then distilled off at 20° C./100 mbar. The residue is diluted with 65 ml of water and, with ice-cooling, made alkaline using 100 ml of 10% strength aqueous sodium hydroxide solution. The solution is extracted onc... Run at temperature 0 celsius, time 4 hour. Reactants: C(C)(C)(C)C1=CC(=C(C(=C1)C)CC(=O)O)C (4-tert-butyl-2,6-dimethylphenylacetic acid), C1(=CC=CC=C1)C (toluene). RXN SMILES: C([C:5]1[CH:10]=[C:9]([CH3:11])[C:8]([CH2:12][C:13]([OH:15])=[O:14])=[C:7]([CH3:16])[CH:6]=1)(C)(C)C.C1(C)C=CC=CC=1>C(Cl)Cl>[CH3:11][C:9]1[CH:10]=[CH:5][CH:6]=[C:7]([CH3:16])[C:8]=1[CH2:12][C:13]([OH:15])=[O:14]. Run in C(Cl)Cl (methylene chloride). Product: CC1=C(C(=CC=C1)C)CC(=O)O (2,6-Dimethylphenylacetic acid).